This data is from the Open Reaction Database (ORD), a public repository of structured organic reaction records. The task is: describe an organic reaction: reactants, conditions, products, and yield Reactants: Cl (hydrochloric acid), [N+](=O)([O-])C1=CC=C(C=C1)ON=C1CCCC1 (Cyclopentanone O-(4-nitro-phenyl)-oxime), C(C)(=O)O (acetic acid), C1(=CC=C(C=C1)S(=O)(=O)O)C (p-toluenesulfonic acid). Run at time 50 minute. The product is [N+](=O)([O-])C1=CC=CC=2C3=C(OC21)CCC3 (5-nitro-2,3-dihydro-1H-cyclopenta[b]benzofuran). Reaction SMILES: [N+:1]([C:4]1[CH:9]=[CH:8][C:7](ON=C2CCCC2)=[CH:6][CH:5]=1)([O-:3])=[O:2].Cl.[C:18]1([CH3:28])[CH:23]=[CH:22][C:21](S(O)(=O)=O)=CC=1.C(O)(=[O:31])C>>[N+:1]([C:4]1[C:5]2[O:31][C:21]3[CH2:28][CH2:18][CH2:23][C:22]=3[C:6]=2[CH:7]=[CH:8][CH:9]=1)([O-:3])=[O:2]. Reported procedure: The core molecule was synthesized following method A. Potassium t-butoxide (12 g, 110 mmol) was added in portions to a cooled (0° C.) solution of cyclopentanone oxime (9.9 g, 100 mmol) in DMF (150 mL). The cooled reaction mixture was stirred for 20 minutes and then 1-fluoro-4-nitrobenzene (14 g, 100 mmol) was added in portions. The reaction mixture was stirred at ˜10° C. for 30 minutes and then allowed to warm to room temperature and stirred for an additional 4 hours. The reaction mixture was co...